From a dataset of the Open Reaction Database (ORD), a public repository of structured organic reaction records. describe an organic reaction: reactants, conditions, products, and yield Starting materials: OCCC(CCCC(C)=O)C (8-hydroxy-6-methyl-2-octanone), [Br-].C(=O)(O)CCCCCC[P+](C1=CC=CC=C1)(C1=CC=CC=C1)C1=CC=CC=C1 ((6-carboxyhexyl)triphenylphosphonium bromide), potassium t-butylate. Run in O1CCCC1 (tetrahydrofuran), O1CCCC1 (tetrahydrofuran). Yields the product OCCC(CCCC(=CCCCCCC(=O)O)C)C (14-hydroxy-8,12-dimethyltetradec-7-enoic acid). Isolated yield 53.4%. Reaction SMILES: [Br-].[C:2]([CH2:5][CH2:6][CH2:7][CH2:8][CH2:9][CH2:10][P+](C1C=CC=CC=1)(C1C=CC=CC=1)C1C=CC=CC=1)([OH:4])=[O:3].[OH:30][CH2:31][CH2:32][CH:33]([CH3:40])[CH2:34][CH2:35][CH2:36][C:37](=O)[CH3:38]>O1CCCC1>[OH:30][CH2:31][CH2:32][CH:33]([CH3:40])[CH2:34][CH2:35][CH2:36][C:37]([CH3:38])=[CH:10][CH2:9][CH2:8][CH2:7][CH2:6][CH2:5][C:2]([OH:4])=[O:3] |f:0.1|. Reported procedure: 95 g (0.2 mol) of (6-carboxyhexyl)triphenylphosphonium bromide in 600 ml of tetrahydrofuran were added to 48 g (0.42 mol) of potassium t-butylate in 200 ml of tetrahydrofuran. Thereafter, 29 g (0.18 mol) of 8-hydroxy-6-methyl-2-octanone were added. After work up and chromatography 26 g (48%) of 14-hydroxy-8,12-dimethyltetradec-7-enoic acid were obtained having the following characteristics: Z/E=58/42; Reaction SMILES: [BH4-:38].[C:1]([CH3:2])([CH3:3])([CH3:4])[O:5][C:6](=[O:7])[CH2:8][N:9]([c:10]1[cH:11][c:12]2[c:16]([cH:17][cH:18]1)[N:15]([C:19]([NH:20][CH3:21])=[O:22])[CH2:14][CH:13]2[C:23](=[O:24])[O:25][CH3:26])[S:27](=[O:28])(=[O:29])[c:30]1[cH:31][c:32]([Cl:37])[cH:33][c:34]([Cl:36])[cH:35]1.[CH3:40][CH2:41][O:42][C:43](=[O:44])[CH3:45].[Li+:39].[O:59]1[CH2:60][CH2:61][CH2:62][CH2:63]1.[OH2:64].[OH:46][C:47]([CH2:48][C:49]([C:50](=[O:51])[OH:52])([CH2:53][C:54](=[O:55])[OH:56])[OH:57])=[O:58]>>[C:1]([CH3:2])([CH3:3])([CH3:4])[O:5][C:6](=[O:7])[CH2:8][N:9]([c:10]1[cH:11][c:12]2[c:16]([cH:17][cH:18]1)[N:15]([C:19]([NH:20][CH3:21])=[O:22])[CH2:14][CH:13]2[CH2:23][OH:24])[S:27](=[O:28])(=[O:29])[c:30]1[cH:31][c:32]([Cl:37])[cH:33][c:34]([Cl:36])[cH:35]1. The product is CNC(=O)N1CC(CO)c2cc(N(CC(=O)OC(C)(C)C)S(=O)(=O)c3cc(Cl)cc(Cl)c3)ccc21. Starting materials: [BH4-], CNC(=O)N1CC(C(=O)OC)c2cc(N(CC(=O)OC(C)(C)C)S(=O)(=O)c3cc(Cl)cc(Cl)c3)ccc21, CCOC(C)=O, [Li+], C1CCOC1, O, O=C(O)CC(O)(CC(=O)O)C(=O)O. Starting materials: C1(=CC=CC=C1)N(C(=O)C=1C=CC2=C(N=C(S2)CNC2=CC=C(C=C2)C#N)C1)CCC(=O)OCC (2-[N-(4-cyanophenyl)-aminomethyl]-benzothiazole-5-carboxylic acid-N-phenyl-N-(2-ethoxycarbonylethyl)-amide), Cl (hydrogen chloride), C27H27N5O3S, C([O-])([O-])=O.[NH4+].[NH4+] (ammonium carbonate). Run in C(C)O (ethanol). Run at time 18 hour. The product is C1(=CC=CC=C1)N(C(=O)C=1C=CC2=C(N=C(S2)CNC2=CC=C(C=C2)C(N)=N)C1)CCC(=O)OCC (2-[N-(4-amidinophenyl)-aminomethyl]-benzothiazole-5-carboxylic acid-N-phenyl-N-(2-ethoxycarbonylethyl)-amide). Reaction SMILES: [C:1]1([N:7]([CH2:29][CH2:30][C:31]([O:33][CH2:34][CH3:35])=[O:32])[C:8]([C:10]2[CH:11]=[CH:12][C:13]3[S:17][C:16]([CH2:18][NH:19][C:20]4[CH:25]=[CH:24][C:23]([C:26]#[N:27])=[CH:22][CH:21]=4)=[N:15][C:14]=3[CH:28]=2)=[O:9])[CH:6]=[CH:5][CH:4]=[CH:3][CH:2]=1.Cl.C(=O)([O-])[O-].[NH4+:41].[NH4+]>C(O)C>[C:1]1([N:7]([CH2:29][CH2:30][C:31]([O:33][CH2:34][CH3:35])=[O:32])[C:8]([C:10]2[CH:11]=[CH:12][C:13]3[S:17][C:16]([CH2:18][NH:19][C:20]4[CH:25]=[CH:24][C:23]([C:26](=[NH:41])[NH2:27])=[CH:22][CH:21]=4)=[N:15][C:14]=3[CH:28]=2)=[O:9])[CH:6]=[CH:5][CH:4]=[CH:3][CH:2]=1 |f:2.3.4|. Procedure details: 1.1 g (2.27 mMol) of 2-[N-(4-cyanophenyl)-aminomethyl]-benzothiazole-5-carboxylic acid-N-phenyl-N-(2-ethoxycarbonylethyl)-amide was stirred in 100 ml of ethanol saturated with hydrogen chloride for 5 hours first at 0° C. and then at room temperature until no more starting material could be detected by thin layer chromatography. Then the solvent was distilled off at a maximum bath temperature of 30° C. and the oily residue was taken up in 100 ml of absolute ethanol and mixed with 1.6 g (22 mMol) ... Reactants: N1=CN=C2N=CNC2=C1N (adenine), C([O-])([O-])=O.[K+].[K+] (potassium carbonate), C1COCCOCCOCCOCCOCCO1 (18-crown-6), C(C1=CC=CC=C1)(=O)OC[C@@H]1C[C@H](CO1)OS(=O)(=O)C1=CC=C(C=C1)C (1,4-anhydro-5-O-benzoyl-3-deoxy-2-O-p-toluenesulfonyl-D-ribitol), S(=O)(=O)(C1=CC=C(C)C=C1)Cl (tosyl chloride), 5-benzoyl-3-deoxy-1,2-O-isopropylidene-α-D-ribofuranose, 5-O-benzoyl-3-deoxy-1-methoxy-α(β)-D-ribofuranose. Run in CN(C)C=O (DMF), N1=CC=CC=C1 (pyridine). Conditions: temperature 75 celsius, time 11 hour. The product is C(C1=CC=CC=C1)(=O)OC[C@@H]1C[C@H](CO1)OS(=O)(=O)C1=CC=C(C=C1)C (1,4-Anhydro-5-O-benzoyl-3-deoxy-2-O-p-toluenesulfonyl-D-ribitol), 5'-benzoate, NC1=C2N=CN(C2=NC=N1)[C@@H]1CO[C@@H](C1)CO (2-(6-Amino-9H-purin-9-yl)-1,4-anhydro-2,3-dideoxy-D-arabinitol). Isolated yield 60.5%. As a reaction SMILES: S(Cl)(C1C=CC(C)=CC=1)(=O)=O.[N:12]1[C:20]([NH2:21])=[C:19]2[C:15]([N:16]=[CH:17][NH:18]2)=[N:14][CH:13]=1.C(=O)([O-])[O-].[K+].[K+].C1OCCOCCOCCOCCOCCOC1.[C:46]([O:54][CH2:55][C@H:56]1[O:60][CH2:59][C@H:58]([O:61][S:62]([C:65]2[CH:70]=[CH:69][C:68]([CH3:71])=[CH:67][CH:66]=2)(=[O:64])=[O:63])[CH2:57]1)(=[O:53])[C:47]1[CH:52]=[CH:51][CH:50]=[CH:49][CH:48]=1>CN(C=O)C.N1C=CC=CC=1>[C:46]([O:54][CH2:55][C@H:56]1[O:60][CH2:59][C@H:58]([O:61][S:62]([C:65]2[CH:66]=[CH:67][C:68]([CH3:71])=[CH:69][CH:70]=2)(=[O:63])=[O:64])[CH2:57]1)(=[O:53])[C:47]1[CH:48]=[CH:49][CH:50]=[CH:51][CH:52]=1.[NH2:21][C:20]1[N:12]=[CH:13][N:14]=[C:15]2[C:19]=1[N:18]=[CH:17][N:16]2[C@H:58]1[CH2:57][C@@H:56]([CH2:55][OH:54])[O:60][CH2:59]1 |f:2.3.4|. Procedure details: 1,4-Anhydro-5-O-benzoyl-3-deoxy-2-O-p-toluenesulfonyl-D-ribitol was prepared from 5-benzoyl-3-deoxy-1,2-O-isopropylidene-α-D-ribofuranose by conversion to 5-O-benzoyl-3-deoxy-1-methoxy-α(β)-D-ribofuranose with methanolic HC1, demethoxylation of the latter followed by tosylation of the 2-position with tosyl chloride and pyridine. A mixture of adenine (0.354 g, 2.62 mmol), potassium carbonate (0.362 g, 2.62 mmol), 18-crown-6(0.347 g, 1.31 mmol), and 1,4-anhydro-5-O-benzoyl-3-deoxy-2-O-p-toluenesul...